Dataset: the Open Reaction Database (ORD), a public repository of structured organic reaction records. Task: describe an organic reaction: reactants, conditions, products, and yield Reaction SMILES: [C:1]([C:3]1([C:16]2[CH:21]=[CH:20][C:19]([Cl:22])=[C:18]([Cl:23])[CH:17]=2)[CH2:8][CH2:7][N:6]([C:9]([O:11][C:12]([CH3:15])([CH3:14])[CH3:13])=[O:10])[CH2:5][CH2:4]1)#N.Cl.[OH-:25].[Na+].CC(OC(OC(OC(C)(C)C)=O)=O)(C)C.[OH2:42]>O1CCOCC1>[C:12]([O:11][C:9]([N:6]1[CH2:7][CH2:8][C:3]([C:16]2[CH:21]=[CH:20][C:19]([Cl:22])=[C:18]([Cl:23])[CH:17]=2)([C:1]([OH:42])=[O:25])[CH2:4][CH2:5]1)=[O:10])([CH3:14])([CH3:15])[CH3:13] |f:2.3|. Procedure details: A solution of 356 (4.54 g, 12.78 mmol) and concentrated HCl (106.5 mL, 1278 mmol) was heated to reflux and stirred over the weekend. The reaction mixture was then cooled to RT, transferred to separatory funnel, and washed with Et2O (1×200 mL). The aqueous layer was concentrated in a rotovap under high vacuum. The resulting solids were dissolved in 10% NaOH (20.45 g, 51.12 mmol). To the solution was added dioxane (30 mL) followed by Boc2O (2.929 g, 13.42 mmol). After stirring overnight, the react... Solvent: O1CCOCC1 (dioxane). The reactants are CC(C)(C)OC(=O)OC(=O)OC(C)(C)C (Boc2O), C(#N)C1(CCN(CC1)C(=O)OC(C)(C)C)C1=CC(=C(C=C1)Cl)Cl (tert-butyl 4-cyano-4-(3,4-dichlorophenyl)piperidine-1-carboxylate), Cl (HCl), O (H2O), [OH-].[Na+] (NaOH). Yield: 41.0%. Product: C(C)(C)(C)OC(=O)N1CCC(CC1)(C(=O)O)C1=CC(=C(C=C1)Cl)Cl (1-(tert-butoxycarbonyl)-4-(3,4-dichlorophenyl)piperidine-4-carboxylic acid). Reactants: CN, ClCCl, COc1ccc2c3c(c(NCCN(C)C)nc2c1)C(=O)c1ccnc(Cl)c1-3. The product is CNc1nccc2c1-c1c(c(NCCN(C)C)nc3cc(OC)ccc13)C2=O. RXN SMILES: [CH3:1][NH2:2].[Cl:30][CH2:31][Cl:32].[Cl:3][c:4]1[c:5]2[c:13]([cH:14][cH:15][n:16]1)[C:12](=[O:17])[c:11]1[c:6]-2[c:7]2[c:8]([n:9][c:10]1[NH:18][CH2:19][CH2:20][N:21]([CH3:22])[CH3:23])[cH:24][c:25]([O:28][CH3:29])[cH:26][cH:27]2>>[CH3:1][NH:2][c:4]1[c:5]2[c:13]([cH:14][cH:15][n:16]1)[C:12](=[O:17])[c:11]1[c:6]-2[c:7]2[c:8]([n:9][c:10]1[NH:18][CH2:19][CH2:20][N:21]([CH3:22])[CH3:23])[cH:24][c:25]([O:28][CH3:29])[cH:26][cH:27]2. The reactants are C(C(O)C(O)C(=O)[O-])(=O)[O-].[Na+].[K+] (potassium sodium tartarate), methyl ester, ClC1=C(N)C(=CC=C1)Cl (2,6-dichloroaniline), solution, C[Al](C)C (trimethylaluminum), solution, C[Si](C)(C)C=[N+]=[N-] ((trimethylsilyl)diazomethane), hexanes, BrC1=C(C(=NC(=C1)Br)C1=C(C=C(C=C1)F)Cl)CCC(=O)OC(C)(C)C (tert-butyl 3-[-4,6-dibromo-2-(2-chloro-4-fluorophenyl)pyridin-3-yl]propanoate), solution. The reagents and catalysts are FC(C(=O)O)(F)F (trifluoroacetic acid). Run in C(Cl)Cl (CH2Cl2), C(Cl)Cl (CH2Cl2), C(Cl)Cl (CH2Cl2), C1(=CC=CC=C1)C (toluene), FC(C(=O)O)(F)F (trifluoroacetic acid), O (water), C1(=CC=CC=C1)C (toluene). Conditions: time 0.75 hour. The product is BrC1=C(C(=NC(=C1)Br)C1=C(C=C(C=C1)F)Cl)CCC(=O)NC1=C(C=CC=C1Cl)Cl (3-[4,6-dibromo-2-(2-chloro-4-fluorophenyl)pyridin-3-yl]-N-(2,6-dichlorophenyl)propanamide). RXN SMILES: [Br:1][C:2]1[CH:7]=[C:6]([Br:8])[N:5]=[C:4]([C:9]2[CH:14]=[CH:13][C:12]([F:15])=[CH:11][C:10]=2[Cl:16])[C:3]=1[CH2:17][CH2:18][C:19]([O:21]C(C)(C)C)=O.C[Si](C=[N+]=[N-])(C)C.[Cl:33][C:34]1[CH:40]=[CH:39][CH:38]=[C:37]([Cl:41])[C:35]=1[NH2:36].C[Al](C)C.C([O-])(=O)C(C(C([O-])=O)O)O.[Na+].[K+]>FC(F)(F)C(O)=O.C(Cl)Cl.O.C1(C)C=CC=CC=1>[Br:1][C:2]1[CH:7]=[C:6]([Br:8])[N:5]=[C:4]([C:9]2[CH:14]=[CH:13][C:12]([F:15])=[CH:11][C:10]=2[Cl:16])[C:3]=1[CH2:17][CH2:18][C:19]([NH:36][C:35]1[C:34]([Cl:33])=[CH:40][CH:39]=[CH:38][C:37]=1[Cl:41])=[O:21] |f:4.5.6|. Procedure details: tert-butyl 3-[-4,6-dibromo-2-(2-chloro-4-fluorophenyl)pyridin-3-yl]propanoate (3.42 g, 6.93 mmol) was dissolved in 12 mL of trifluoroacetic acid and stirred at rt for 0.75 h. 30 mL of toluene was added and the resulting mixture was concentrated under reduced pressure. The resulting solid was dissolved in 50 mL of benzene and 5 mL of methanol. A 2M solution of (trimethylsilyl)diazomethane in hexanes (4.16 mL, 8.32 mmol) was added dropwise and the reaction mixture was stirred for 30 min. 2 drops o... The reactants are CCCCN, NCC1CCCCC1, O=C(O)c1ccccc1CN1C(=O)C2(COc3cc4c(cc32)CCO4)c2ccccc21, O=C(O)c1cccc(CN2C(=O)C3(COc4cc5c(cc43)CCO5)c3ccccc32)c1. Yields the product CCCCNC(=O)c1ccccc1CN1C(=O)C2(COc3cc4c(cc32)CCO4)c2ccccc21. As a reaction SMILES: [CH2:1]([CH2:2][CH2:3][CH3:4])[NH2:5].[CH:6]1([CH2:7][NH2:8])[CH2:9][CH2:10][CH2:11][CH2:12][CH2:13]1.[O:14]=[C:15]1[N:16]([CH2:35][c:36]2[c:37]([C:38](=[O:39])[OH:40])[cH:41][cH:42][cH:43][cH:44]2)[c:17]2[cH:18][cH:19][cH:20][cH:21][c:22]2[C:23]12[c:24]1[c:25]([cH:28][c:29]3[c:33]([cH:34]1)[CH2:32][CH2:31][O:30]3)[O:26][CH2:27]2.[O:45]=[C:46]1[C:47]2([CH2:48][O:49][c:50]3[cH:51][c:52]4[c:53]([cH:54][c:55]32)[CH2:56][CH2:57][O:58]4)[c:59]2[c:60]([cH:61][cH:62][cH:63][cH:64]2)[N:65]1[CH2:66][c:67]1[cH:68][c:69]([C:73]([OH:74])=[O:75])[cH:70][cH:71][cH:72]1>>[CH2:1]([CH2:2][CH2:3][CH3:4])[NH:5][C:38]([c:37]1[c:36]([CH2:35][N:16]2[C:15](=[O:14])[C:23]3([c:22]4[c:17]2[cH:18][cH:19][cH:20][cH:21]4)[c:24]2[c:25]([cH:28][c:29]4[c:33]([cH:34]2)[CH2:32][CH2:31][O:30]4)[O:26][CH2:27]3)[cH:44][cH:43][cH:42][cH:41]1)=[O:39].